Task: describe an organic reaction: reactants, conditions, products, and yield. Dataset: the Open Reaction Database (ORD), a public repository of structured organic reaction records Reactants: [OH-].[K+] (potassium hydroxide), FC1=C(C(=O)C=2N(C=CC2)NC(OCC)=O)C=CC=C1 ([2-(2-fluorobenzoyl)-1H-pyrrol-1-yl]carbamic acid, ethyl ester), NN1C(=CC=C1)CC1=C(C=CC=C1)F (1-amino-2-(2-fluorobenzyl)pyrrole), ClC(=O)OCC (ethyl chloroformate). Solvent: O (water), C(C)O (ethanol). Yields the product C=1C=CN2NC=3C=CC=CC3C(C21)=O (Pyrrolo[1,2-b]cinnolin-10(5H)-one). Reaction SMILES: F[C:2]1[CH:20]=[CH:19][CH:18]=[CH:17][C:3]=1[C:4]([C:6]1[N:7]([NH:11]C(=O)OCC)[CH:8]=[CH:9][CH:10]=1)=[O:5].NN1C=CC=C1CC1C=CC=CC=1F.ClC(OCC)=O.[OH-].[K+]>C(O)C.O>[CH:10]1[CH:9]=[CH:8][N:7]2[C:6]=1[C:4](=[O:5])[C:3]1[CH:17]=[CH:18][CH:19]=[CH:20][C:2]=1[NH:11]2 |f:3.4|. Procedure details: A solution of [2-(2-fluorobenzoyl)-1H-pyrrol-1-yl]carbamic acid, ethyl ester (60.0 g, prepared from 1-amino-2-(2-fluorobenzyl)pyrrole and ethyl chloroformate in substantially the same manner as in Example 3) in 250 ml of ethanol was treated with a solution of potassium hydroxide (51 g) in 150 ml of water and then the mixture was heated at reflux for 1 hour. The ethanol was evaporated and the aqueous layer washed with 3×500 ml of ether. The aqueous phase was then adjusted to pH 5 with 6N HCl and ... Reactants: O=S(=O)(Cl)c1oc2c(Br)cc(F)cc2c1Cc1cccc(F)c1, O=C([O-])O, C1CCOC1, CI, [Na+], [Na+], [Na+], O, O=S([O-])[O-]. Product: CS(=O)(=O)c1oc2c(Br)cc(F)cc2c1Cc1cccc(F)c1. Reaction SMILES: [Br:1][c:2]1[cH:3][c:4]([F:23])[cH:5][c:6]2[c:7]([CH2:15][c:16]3[cH:17][c:18]([F:22])[cH:19][cH:20][cH:21]3)[c:8]([S:11](=[O:12])(=[O:13])[Cl:14])[o:9][c:10]12.[C:30](=[O:31])([OH:32])[O-:33].[CH2:37]1[O:38][CH2:39][CH2:40][CH2:41]1.[CH3:35][I:36].[Na+:28].[Na+:29].[Na+:34].[OH2:42].[S:24]([O-:25])([O-:26])=[O:27]>>[Br:1][c:2]1[cH:3][c:4]([F:23])[cH:5][c:6]2[c:7]([CH2:15][c:16]3[cH:17][c:18]([F:22])[cH:19][cH:20][cH:21]3)[c:8]([S:11](=[O:12])(=[O:13])[CH3:30])[o:9][c:10]12. Starting materials: [Br-], COc1ccccc1C(=O)c1ccccc1OC, C[Mg+], O. The product is COc1ccccc1C(C)(O)c1ccccc1OC. RXN SMILES: [Br-:19].[CH3:1][O:2][c:3]1[c:4]([C:5](=[O:6])[c:7]2[c:8]([O:13][CH3:14])[cH:9][cH:10][cH:11][cH:12]2)[cH:15][cH:16][cH:17][cH:18]1.[CH3:20][Mg+:21].[OH2:22]>>[CH3:1][O:2][c:3]1[c:4]([C:5]([OH:6])([c:7]2[c:8]([O:13][CH3:14])[cH:9][cH:10][cH:11][cH:12]2)[CH3:20])[cH:15][cH:16][cH:17][cH:18]1. The reactants are CCOC(C)=O, CC(=O)O, [I-], [K+], O=N[O-], Nc1cc(Oc2ccccc2)ccc1C(=O)O, [Na+], O, O=S(=O)(O)O. Product: O=C(O)c1ccc(Oc2ccccc2)cc1I. Reaction SMILES: [CH3:29][CH2:30][O:31][C:32](=[O:33])[CH3:34].[CH3:36][C:37](=[O:38])[OH:39].[I-:28].[K+:27].[N:23]([O-:24])=[O:25].[NH2:6][c:7]1[c:8]([C:9](=[O:10])[OH:11])[cH:12][cH:13][c:14]([O:16][c:17]2[cH:18][cH:19][cH:20][cH:21][cH:22]2)[cH:15]1.[Na+:26].[OH2:35].[S:1](=[O:2])(=[O:3])([OH:4])[OH:5]>>[c:7]1([I:28])[c:8]([C:9](=[O:10])[OH:11])[cH:12][cH:13][c:14]([O:16][c:17]2[cH:18][cH:19][cH:20][cH:21][cH:22]2)[cH:15]1. Reactants: ClC=1C=CC(=C(C1)/C=C/C(=O)O)N1N=NN=C1 ((E)-3-(5-chloro-2-tetrazol-1-yl-phenyl)-acrylic acid), ClC=1C=CC(=C(C=O)C1)N1N=NN=C1 (5-chloro-2-tetrazol-1-yl-benzaldehyde), [Cl-].[NH4+] (ammonium chloride), [H-].[Na+] (NaH), COP(=O)(OC)CC(=O)OC (methyl 2-(dimethoxyphosphoryl)-acetate). Run in C1CCOC1 (THF), C1CCOC1 (THF), CCOC(=O)C (EtOAc), C1CCOC1 (THF). Reaction conditions: time 45 minute. The product is COC(\C=C\C1=C(C=CC(=C1)Cl)N1N=NN=C1)=O ((E)-3-(5-chloro-2-tetrazol-1-yl-phenyl)-acrylic acid methyl ester). The yield is 57.0%. RXN SMILES: [Cl:1][C:2]1[CH:3]=[CH:4][C:5]([N:13]2[CH:17]=[N:16][N:15]=[N:14]2)=[C:6](/[CH:8]=[CH:9]/[C:10]([OH:12])=[O:11])[CH:7]=1.[H-].[Na+].[CH3:20]OP(CC(OC)=O)(OC)=O.ClC1C=CC(N2C=NN=N2)=C(C=1)C=O.[Cl-].[NH4+]>C1COCC1.CCOC(C)=O>[CH3:20][O:11][C:10](=[O:12])/[CH:9]=[CH:8]/[C:6]1[CH:7]=[C:2]([Cl:1])[CH:3]=[CH:4][C:5]=1[N:13]1[CH:17]=[N:16][N:15]=[N:14]1 |f:1.2,5.6|. Procedure details: (E)-3-(5-chloro-2-tetrazol-1-yl-phenyl)-acrylic acid: To a cooled (0° C.) suspension of NaH (0.262 g, 6.56 mmol) in THF (27.3 mL) was added dropwise methyl 2-(dimethoxyphosphoryl)-acetate (1.150 mL, 7.10 mmol). The resulting thick, white suspension was diluted with additional THF (15 mL) to facilitate mixing, then allowed to warm to rt and stirred at rt for 45 min. Next, a slightly cloudy blue solution of 5-chloro-2-tetrazol-1-yl-benzaldehyde (1.14 g, 5.46 mmol), prepared according to a modifica... Reactants: C(C)(C)(C)C1=CC=C(C=C1)CC(=CN1CCCCC1)C (1-[3-(p-tert.-butyl-phenyl)-2-methyl-1-propenyl]-piperidine), [H][H] (hydrogen). Reagents/catalysts: [Pd] (palladium/carbon). Solvent: C1(=CC=CC=C1)C (toluene). The product is C(C)(C)(C)C1=CC=C(C=C1)CC(CN1CCCCC1)C (1-[3-(p-tert.-butyl-phenyl)-2-methyl-propyl]-piperidine). RXN SMILES: [C:1]([C:5]1[CH:10]=[CH:9][C:8]([CH2:11][C:12]([CH3:20])=[CH:13][N:14]2[CH2:19][CH2:18][CH2:17][CH2:16][CH2:15]2)=[CH:7][CH:6]=1)([CH3:4])([CH3:3])[CH3:2].[H][H]>C1(C)C=CC=CC=1.[Pd]>[C:1]([C:5]1[CH:10]=[CH:9][C:8]([CH2:11][CH:12]([CH3:20])[CH2:13][N:14]2[CH2:15][CH2:16][CH2:17][CH2:18][CH2:19]2)=[CH:7][CH:6]=1)([CH3:4])([CH3:2])[CH3:3]. Procedure details: 2.9 Kg. of 1-[3-(p-tert.-butyl-phenyl)-2-methyl-1-propenyl]-piperidine are taken up in 1.4 liters of toluene, treated under an atmosphere of nitrogen with 144.8 g. of 5% palladium/carbon and hydrogenated at 35° C. until the hydrogen uptake has been completed. The catalyst is removed by filtration, the toluene is evaporated in vacuo and the residue is distilled. There is obtained pure 1-[3-(p-tert.-butyl-phenyl)-2-methyl-propyl]-piperidine, having a boiling point of 125° C./0.045 Torr. The reactants are BrC1=CC(=C(C=2C3=C(C(NC12)=O)SC=C3)C3=CC(=C(CCN(C(OC(C)(C)C)=O)C)C=C3)F)OC (tert-butyl 4-(6-bromo-8-methoxy-4-oxo-4,5-dihydrothieno[2,3-c]quinolin-9-yl)-2-fluorophenethyl(methyl)carbamate), B(Br)(Br)Br (BBr3), C(Cl)Cl (CH2Cl2). Product: Cl.BrC1=CC(=C(C=2C3=C(C(NC12)=O)SC=C3)C3=CC(=C(C=C3)CCNC)F)O (6-bromo-9-(3-fluoro-4-(2-(methylamino)ethyl)phenyl)-8-hydroxythieno[2,3-c]quinolin-4(5H)-one Hydrochloride). Isolated yield 21.0%. As a reaction SMILES: [Br:1][C:2]1[C:11]2[NH:10][C:9](=[O:12])[C:8]3[S:13][CH:14]=[CH:15][C:7]=3[C:6]=2[C:5]([C:16]2[CH:32]=[CH:31][C:19]([CH2:20][CH2:21][N:22](C)[C:23](=O)OC(C)(C)C)=[C:18]([F:33])[CH:17]=2)=[C:4]([O:34]C)[CH:3]=1.B(Br)(Br)Br.C(Cl)[Cl:41]>>[ClH:41].[Br:1][C:2]1[C:11]2[NH:10][C:9](=[O:12])[C:8]3[S:13][CH:14]=[CH:15][C:7]=3[C:6]=2[C:5]([C:16]2[CH:32]=[CH:31][C:19]([CH2:20][CH2:21][NH:22][CH3:23])=[C:18]([F:33])[CH:17]=2)=[C:4]([OH:34])[CH:3]=1 |f:3.4|. Procedure details: Following General Procedure F, tert-butyl 4-(6-bromo-8-methoxy-4-oxo-4,5-dihydrothieno[2,3-c]quinolin-9-yl)-2-fluorophenethyl(methyl)carbamate (90 mg, 0.16 mmol) in CH2Cl2 at 0° C. was added BBr3 (1.0 M in CH2Cl2, 6 mL, 6 mmol) and the reaction was warmed to room temperature for 4 h. The reaction was quenched by pouring onto water or ice-water and the resulting mixture was concentrated and purified by preparatory HPLC (C18 silica, acetonitrile/water (with 0.05% TFA) gradient). The desired produc... Reactants: C(C)NC1=C(C=C(C=C1OC)C(CS(=O)(=O)C)=O)OC (4'-(ethylamino)-3',5'-dimethoxy-2-(methylsulfonyl)-acetophenone), [BH4-].[Na+] (sodium borohydride). The solvent is O (water), alcohol. Yields the product C(C)NC1=C(C=C(C(CS(=O)(=O)C)O)C=C1OC)OC (4-(ethylamino)-3,5-dimethoxy-α-[(methylsulfonyl)-methyl]-benzyl alcohol). As a reaction SMILES: [CH2:1]([NH:3][C:4]1[C:9]([O:10][CH3:11])=[CH:8][C:7]([C:12](=[O:18])[CH2:13][S:14]([CH3:17])(=[O:16])=[O:15])=[CH:6][C:5]=1[O:19][CH3:20])[CH3:2].[BH4-].[Na+]>O>[CH2:1]([NH:3][C:4]1[C:9]([O:10][CH3:11])=[CH:8][C:7]([CH:12]([OH:18])[CH2:13][S:14]([CH3:17])(=[O:16])=[O:15])=[CH:6][C:5]=1[O:19][CH3:20])[CH3:2] |f:1.2|. Procedure: A suspension of 48 g. of 4'-(ethylamino)-3',5'-dimethoxy-2-(methylsulfonyl)-acetophenone and 23.8 g. of sodium borohydride in 1 liter of alcohol was stirred at room temperature for 20 hours, resulting in a solution. After the addition of 1 liter of water, the alcohol was evaporated under vacuum. The crystals formed were removed by filtration with suction, washed with water and dried, whereby there was obtained 4-(ethylamino)-3,5-dimethoxy-α-[(methylsulfonyl)-methyl]-benzyl alcohol having a melti... Starting materials: C(C)(C)(C)OC(=O)N1CCC(CC1)=O (4-oxo-piperidine-1-carboxylic acid tert-butyl ester), ClC=1C=C(CN)C=CC1 (3-chlorobenzylamine), [N+](=O)([O-])C=CC1=CC=CC=C1 ((2-nitro-vinyl)-benzene). Product: ClC=1C=C(CN2C=C(C=3CNCCC32)C3=CC=CC=C3)C=CC1 (1-(3-Chloro-benzyl)-3-phenyl-4,5,6,7-tetrahydro-1H-pyrrolo[3,2-c]pyridine). As a reaction SMILES: C(OC([N:8]1[CH2:13][CH2:12][C:11](=O)[CH2:10][CH2:9]1)=O)(C)(C)C.[Cl:15][C:16]1[CH:17]=[C:18]([CH:21]=[CH:22][CH:23]=1)[CH2:19][NH2:20].[N+]([CH:27]=[CH:28][C:29]1[CH:34]=[CH:33][CH:32]=[CH:31][CH:30]=1)([O-])=O>>[Cl:15][C:16]1[CH:17]=[C:18]([CH:21]=[CH:22][CH:23]=1)[CH2:19][N:20]1[C:11]2[CH2:10][CH2:9][NH:8][CH2:13][C:12]=2[C:28]([C:29]2[CH:34]=[CH:33][CH:32]=[CH:31][CH:30]=2)=[CH:27]1. Procedure: The title compound (159.0 mg) was prepared from 0.55 g of 4-oxo-piperidine-1-carboxylic acid tert-butyl ester, 334 μL of 3-chlorobenzylamine, and 0.40 g of (2-nitro-vinyl)-benzene and without SiO2. MS (ESI): exact mass calculated for C20H19ClN2, 322.12. found, m/z 323.2 [M+H]+. 1H NMR (500 MHz, CD3OD): 7.38-7.32 (m, 5H), 7.31-7.28 (m, 1H), 7.23-7.19 (m, 1H), 7.17-7.16 (m, 1H), 7.13 (s, 1H), 7.12-7.10 (m, 1H), 5.16 (s, 2H), 4.37 (s, 2H), 3.52 (t, J=6.3 Hz, 2H), 2.86 (t, J=6.3 Hz, 2H).